describe an organic reaction: reactants, conditions, products, and yield From a dataset of the Open Reaction Database (ORD), a public repository of structured organic reaction records. Starting materials: O=C(Nc1ccc(OCc2ccccc2)cc1)C(Br)CCBr, ClCCl, [Na+], [OH-], O. Yields the product O=C1C(Br)CCN1c1ccc(OCc2ccccc2)cc1. Reaction SMILES: [CH2:1]([c:2]1[cH:3][cH:4][cH:5][cH:6][cH:7]1)[O:8][c:9]1[cH:10][cH:11][c:12]([NH:15][C:16]([CH:17]([CH2:18][CH2:19][Br:20])[Br:21])=[O:22])[cH:13][cH:14]1.[Cl:26][CH2:27][Cl:28].[Na+:24].[OH-:23].[OH2:25]>>[CH2:1]([c:2]1[cH:3][cH:4][cH:5][cH:6][cH:7]1)[O:8][c:9]1[cH:10][cH:11][c:12]([N:15]2[C:16](=[O:22])[CH:17]([Br:21])[CH2:18][CH2:19]2)[cH:13][cH:14]1. Starting materials: COC(COC1=C2C(=C(C(=NC2=C(C=C1)F)CC)CC1=CC=C(C=C1)B1OC(C(O1)(C)C)(C)C)OC(F)F)=O ({4-difluoromethoxy-2-ethyl-8-fluoro-3-[4-(4,4,5,5-tetramethyl-[1,3,2]dioxaborolan-2-yl)benzyl]quinolin-5-yloxy}acetic acid methyl ester), BrC1=NC=CC=N1 (2-bromopyrimidine), [1,1-bis(diphenylphosphino)ferrocene]dichloropalladium, O1CCOCC1 (1,4-dioxane), C([O-])([O-])=O.[Cs+].[Cs+] (cesium carbonate). The solvent is C(C)(=O)OCC (ethyl acetate). Conditions: temperature 110 celsius, time 1 hour. The product is FC(OC1=C(C(=NC2=C(C=CC(=C12)OCC(=O)O)F)CC)CC1=CC=C(C=C1)C1=NC=CC=N1)F ([4-difluoromethoxy-2-ethyl-8-fluoro-3-(4-pyrimidin-2-yl-benzyl)quinolin-5-yloxy]acetic acid). Isolated yield 23.7%. As a reaction SMILES: C[O:2][C:3](=[O:39])[CH2:4][O:5][C:6]1[CH:15]=[CH:14][C:13]([F:16])=[C:12]2[C:7]=1[C:8]([O:35][CH:36]([F:38])[F:37])=[C:9]([CH2:19][C:20]1[CH:25]=[CH:24][C:23](B3OC(C)(C)C(C)(C)O3)=[CH:22][CH:21]=1)[C:10]([CH2:17][CH3:18])=[N:11]2.Br[C:41]1[N:46]=[CH:45][CH:44]=[CH:43][N:42]=1.O1CCOCC1.C(=O)([O-])[O-].[Cs+].[Cs+]>C(OCC)(=O)C>[F:38][CH:36]([F:37])[O:35][C:8]1[C:7]2[C:12](=[C:13]([F:16])[CH:14]=[CH:15][C:6]=2[O:5][CH2:4][C:3]([OH:2])=[O:39])[N:11]=[C:10]([CH2:17][CH3:18])[C:9]=1[CH2:19][C:20]1[CH:21]=[CH:22][C:23]([C:41]2[N:46]=[CH:45][CH:44]=[CH:43][N:42]=2)=[CH:24][CH:25]=1 |f:3.4.5|. Reported procedure: A mixture of {4-difluoromethoxy-2-ethyl-8-fluoro-3-[4-(4,4,5,5-tetramethyl-[1,3,2]dioxaborolan-2-yl)benzyl]quinolin-5-yloxy}acetic acid methyl ester (0.10 g), 2-bromopyrimidine (0.076 g), [1,1-bis(diphenylphosphino)ferrocene]dichloropalladium (0.016 g), 1,4-dioxane (2.0 mL) and 2.0M aqueous cesium carbonate solution (0.38 mL) was heated by microwave irradiation at 90 to 130° C. for 1 hour. The mixture was cooled to room temperature, diluted with ethyl acetate and then filtered. The filtrate was ... Reactants: NC(CCC)CCCCCCCCC(CCC)N (4,13-Diaminohexadecane), C(CC)C1N=NC(CC=CCCC=CC1)CCC (3,12-dipropyl-1,2-diaza-1,5,9-cyclododecatriene), C(CCCCCCCC)C1N=NC(CC=CCCC=CC1)CCCCCCCCC (3,12-dinonyl-1,2-diaza-1,5,9-cyclododecatriene). Yields the product NC(CCCCCCCCC)CCCCCCCCC(CCCCCCCCC)N (10.19-diaminooctacosane). Isolated yield 39.6%. RXN SMILES: NC(CCCCCCCCC(N)CCC)CCC.C(C1CC=CCCC=CCC(CCC)N=N1)CC.[CH2:37]([CH:46]1[CH2:57][CH:56]=[CH:55][CH2:54][CH2:53][CH:52]=[CH:51][CH2:50][CH:49]([CH2:58][CH2:59][CH2:60][CH2:61][CH2:62][CH2:63][CH2:64][CH2:65][CH3:66])[N:48]=[N:47]1)[CH2:38][CH2:39][CH2:40][CH2:41][CH2:42][CH2:43][CH2:44][CH3:45]>>[NH2:47][CH:46]([CH2:57][CH2:56][CH2:55][CH2:54][CH2:53][CH2:52][CH2:51][CH2:50][CH:49]([NH2:48])[CH2:58][CH2:59][CH2:60][CH2:61][CH2:62][CH2:63][CH2:64][CH2:65][CH3:66])[CH2:37][CH2:38][CH2:39][CH2:40][CH2:41][CH2:42][CH2:43][CH2:44][CH3:45]. Reported procedure: If there are used in the manner described under (a), instead of 942 g (3.79 mols) of 3,12-dipropyl-1,2-diaza-1,5,9-cyclododecatriene, 100 g (0.24 mol) of crude 3,12-dinonyl-1,2-diaza-1,5,9-cyclododecatriene (diastereoisomeric mixture) and correspondingly reduced amounts of catalyst and solvent, with otherwise the same procedure, there is obtained, as the main fraction, 40.4 g (40% of theory) of 10.19-diaminooctacosane [m.p. 33°-37° C.; IR (CH2Cl2) inter alia bands at 3225 and 1582 cm-1 ].